This data is from the Open Reaction Database (ORD), a public repository of structured organic reaction records. The task is: describe an organic reaction: reactants, conditions, products, and yield Starting materials: O=C1c2ccccc2C(=O)N1CCCBr, Cc1nc2cccc3[nH]c(=O)c1n23, [H-], [Na+], CN(C)C=O, O. Yields the product Cc1nc2cccc3n(CCCN4C(=O)c5ccccc5C4=O)c(=O)c1n23. Reaction SMILES: [Br:16][CH2:17][CH2:18][CH2:19][N:20]1[C:21](=[O:30])[c:22]2[c:23]([cH:26][cH:27][cH:28][cH:29]2)[C:24]1=[O:25].[CH3:1][c:2]1[n:3][c:4]2[n:5]3[c:6]1[c:7](=[O:13])[nH:8][c:9]3[cH:10][cH:11][cH:12]2.[H-:14].[Na+:15].[O:32]=[CH:33][N:34]([CH3:35])[CH3:36].[OH2:31]>>[CH3:1][c:2]1[n:3][c:4]2[n:5]3[c:6]1[c:7](=[O:13])[n:8]([CH2:17][CH2:18][CH2:19][N:20]1[C:21](=[O:30])[c:22]4[c:23]([cH:26][cH:27][cH:28][cH:29]4)[C:24]1=[O:25])[c:9]3[cH:10][cH:11][cH:12]2. Starting materials: O=C([O-])[O-], CCn1cc(NC(=O)Cc2ccc(O)cc2OC)cn1, Fc1ccc2nccc(Cl)c2c1, [Cs+], [Cs+], CN(C)C=O. Product: CCn1cc(NC(=O)Cc2ccc(Oc3ccnc4ccc(F)cc34)cc2OC)cn1. Reaction SMILES: [C:33](=[O:34])([O-:35])[O-:36].[CH2:13]([CH3:14])[n:15]1[n:16][cH:17][c:18]([NH:20][C:21]([CH2:22][c:23]2[c:24]([O:30][CH3:31])[cH:25][c:26]([OH:29])[cH:27][cH:28]2)=[O:32])[cH:19]1.[Cl:1][c:2]1[cH:3][cH:4][n:5][c:6]2[cH:7][cH:8][c:9]([F:12])[cH:10][c:11]12.[Cs+:37].[Cs+:38].[O:39]=[CH:40][N:41]([CH3:42])[CH3:43]>>[c:2]1([O:29][c:26]2[cH:25][c:24]([O:30][CH3:31])[c:23]([CH2:22][C:21]([NH:20][c:18]3[cH:17][n:16][n:15]([CH2:13][CH3:14])[cH:19]3)=[O:32])[cH:28][cH:27]2)[cH:3][cH:4][n:5][c:6]2[cH:7][cH:8][c:9]([F:12])[cH:10][c:11]12.